From a dataset of the Open Reaction Database (ORD), a public repository of structured organic reaction records. describe an organic reaction: reactants, conditions, products, and yield Starting materials: Cl (hydrochloric acid), C(CCCCC)C=1N=C(SC1CCC(=O)C1=CC(=C(C=C1)CCC(=O)OC)C)C1=CC=C(C=C1)C (methyl 3-[4-[3-[4-hexyl-2-(4-methylphenyl)thiazol-5-yl]propionyl]-2-methylphenyl]propionate), O.[OH-].[Li+] (Lithium hydroxide monohydrate). Run in O (water), C(C)O (ethanol), O (water). Product: C(CCCCC)C=1N=C(SC1CCC(=O)C1=CC(=C(C=C1)CCC(=O)O)C)C1=CC=C(C=C1)C (3-[4-[3-[4-Hexyl-2-(4-methylphenyl)thiazol-5-yl]propionyl]-2-methylphenyl]propionic acid), product. Isolated yield 87.0%. As a reaction SMILES: [CH2:1]([C:7]1[N:8]=[C:9]([C:29]2[CH:34]=[CH:33][C:32]([CH3:35])=[CH:31][CH:30]=2)[S:10][C:11]=1[CH2:12][CH2:13][C:14]([C:16]1[CH:21]=[CH:20][C:19]([CH2:22][CH2:23][C:24]([O:26]C)=[O:25])=[C:18]([CH3:28])[CH:17]=1)=[O:15])[CH2:2][CH2:3][CH2:4][CH2:5][CH3:6].O.[OH-].[Li+].Cl>C(O)C.O>[CH2:1]([C:7]1[N:8]=[C:9]([C:29]2[CH:34]=[CH:33][C:32]([CH3:35])=[CH:31][CH:30]=2)[S:10][C:11]=1[CH2:12][CH2:13][C:14]([C:16]1[CH:21]=[CH:20][C:19]([CH2:22][CH2:23][C:24]([OH:26])=[O:25])=[C:18]([CH3:28])[CH:17]=1)=[O:15])[CH2:2][CH2:3][CH2:4][CH2:5][CH3:6] |f:1.2.3|. Reported procedure: The obtained methyl 3-[4-[3-[4-hexyl-2-(4-methylphenyl)thiazol-5-yl]propionyl]-2-methylphenyl]propionate (45 mg, 0.0915 mmol) was suspended in ethanol (2 mL) and water (1 mL). Lithium hydroxide monohydrate (12 mg, 0.275 mmol) was added to the suspension. The mixture was refluxed for 1 hour. 1N hydrochloric acid (5 mL) and ice-cooled water (2 mL) were added to the mixture. The mixture was extracted with ethyl acetate. The organic layer was washed with brine, and dried with anhydrous sodium sulfat... Reactants: N1=CC=C(C=C1)C=1SCC(NN1)=O (2-(4-Pyridyl)-4H,6H-1,3,4-thiadiazin-5-one), COC1=CC=C(C=C1)C(=O)CBr (4'-methoxyphenacyl bromide). Solvent: C(C)O (ethanol). Reaction conditions: time 1 day. Product: [Br-].COC1=CC=C(C=C1)C(=O)C[N+]1=CC=C(C=C1)C=1SCC(NN1)=O (1-[(4-methoxyphenyl)carbonylmethyl]-4-(4H,6H-1,3,4-thiadiazin-5-one-2-yl)pyridinium bromide). Reaction SMILES: [N:1]1[CH:6]=[CH:5][C:4]([C:7]2[S:8][CH2:9][C:10](=[O:13])[NH:11][N:12]=2)=[CH:3][CH:2]=1.[CH3:14][O:15][C:16]1[CH:21]=[CH:20][C:19]([C:22]([CH2:24][Br:25])=[O:23])=[CH:18][CH:17]=1>C(O)C>[Br-:25].[CH3:14][O:15][C:16]1[CH:21]=[CH:20][C:19]([C:22]([CH2:24][N+:1]2[CH:2]=[CH:3][C:4]([C:7]3[S:8][CH2:9][C:10](=[O:13])[NH:11][N:12]=3)=[CH:5][CH:6]=2)=[O:23])=[CH:18][CH:17]=1 |f:3.4|. Reported procedure: 2-(4-Pyridyl)-4H,6H-1,3,4-thiadiazin-5-one (1.88 g, 9.74 mmol) and 4'-methoxyphenacyl bromide (2.23 g, 9.74 mmol) were dissolved in absolute ethanol (40 ml) and stirred at room temperature for one day. The resultingprecipitate was collected by filtration and washed with absolute ethanol toobtain the titled compound (3.84g) as yellow powder. The reactants are ClC(=C(C)C)N(C)C (1-Chloro-N,N,2-trimethylprop-1-en-1-amine), BrC1=CC=C2OC=3C(=CC(=CC3C(C2=C1)(CCO)NC(=S)NC(C1=CC=CC=C1)=O)OC)F (N-((7-bromo-4-fluoro-9-(2-hydroxyethyl)-2-methoxy-9H-xanthen-9-yl)carbamothioyl)-benzamide), solution, [OH-].[Li+] (lithium hydroxide), BrC1=CC=C2OC=3C(=CC(=CC3C3(C2=C1)N=C(SCC3)NC(C3=CC=CC=C3)=O)OC)F (N-(7′-bromo-4′-fluoro-2′-methoxy-5,6-dihydrospiro[[1,3]thiazine-4,9′-xanthen]-2-yl)benzamide). Run in C(Cl)Cl (DCM), O (water), CO (MeOH). Reaction conditions: time 8 hour. Yields the product BrC1=CC=C2OC=3C(=CC(=CC3C3(C2=C1)N=C(SCC3)N)OC)F (7′-bromo-4′-fluoro-2′-methoxy-5,6-dihydrospiro[[1,3]thiazine-4,9′-xanthen]-2-amine), mixture. Yield: 16.2%. Reaction SMILES: ClC(N(C)C)=C(C)C.[Br:9][C:10]1[CH:23]=[C:22]2[C:13]([O:14][C:15]3[C:16]([F:41])=[CH:17][C:18]([O:39][CH3:40])=[CH:19][C:20]=3[C:21]2([NH:27][C:28]([NH:30]C(=O)C2C=CC=CC=2)=[S:29])[CH2:24][CH2:25]O)=[CH:12][CH:11]=1.[OH-].[Li+].BrC1C=C2C(OC3C(F)=CC(OC)=CC=3C32CCSC(NC(=O)C2C=CC=CC=2)=N3)=CC=1>C(Cl)Cl.CO.O>[Br:9][C:10]1[CH:23]=[C:22]2[C:13]([O:14][C:15]3[C:16]([F:41])=[CH:17][C:18]([O:39][CH3:40])=[CH:19][C:20]=3[C:21]32[CH2:24][CH2:25][S:29][C:28]([NH2:30])=[N:27]3)=[CH:12][CH:11]=1 |f:2.3|. Procedure: Bromine (0.797 ml, 15.47 mmol) was added to a suspension of zinc dust (8.09 g, 124 mmol in diethyl ether (150 ml) at RT. After 5 minutes, ethyl 2-bromoacetate (6.86 ml, 61.9 mmol) was added drop wise over a time period of 20 minutes and the reaction mixture was heated to reflux for 2 hours. 7-bromo-4-fluoro-2-methoxy-9H-xanthen-9-one (10 g, 30.9 mmol) was added in one portion, followed by THF (100 ml) and the reaction mixture was heated to reflux for 3 hours. The reaction mixture was quenched wi... Starting materials: N1N=CC=C1 (1H-pyrazole), [H-].[Na+] (sodium hydride), ClC1=NC(=CC(=C1)Cl)C1=CC=C(C=C1)OC(C)C (2,4-dichloro-6-(4-isopropoxyphenyl)pyridine). Solvent: CN(C)C=O (DMF), CN(C)C=O (DMF). Run at time 15 minute. The product is ClC1=NC(=CC(=C1)N1N=CC=C1)C1=CC=C(C=C1)OC(C)C (2-chloro-6-(4-isopropoxyphenyl)-4-(1H-pyrazol-1-yl)pyridine). The yield is 62.2%. Reaction SMILES: [NH:1]1[CH:5]=[CH:4][CH:3]=[N:2]1.[H-].[Na+].[Cl:8][C:9]1[CH:14]=[C:13](Cl)[CH:12]=[C:11]([C:16]2[CH:21]=[CH:20][C:19]([O:22][CH:23]([CH3:25])[CH3:24])=[CH:18][CH:17]=2)[N:10]=1>CN(C=O)C>[Cl:8][C:9]1[CH:14]=[C:13]([N:1]2[CH:5]=[CH:4][CH:3]=[N:2]2)[CH:12]=[C:11]([C:16]2[CH:21]=[CH:20][C:19]([O:22][CH:23]([CH3:25])[CH3:24])=[CH:18][CH:17]=2)[N:10]=1 |f:1.2|. Procedure: To a dry 2 dram vial equipped with a stir bar was added 1H-pyrazole (16 mg, 0.23 mmol), then DMF (1 mL). To the solution was added sodium hydride (60% disp. in oil, 11 mg, 0.27 mmol) upon which effervesence was immediately observed. The mixture was stirred at room temperature for 15 minutes. To the solution was added 2,4-dichloro-6-(4-isopropoxyphenyl)pyridine (60 mg, 0.21 mmol) as a solution in DMF (0.2 mL). The solution was stirred at room temperature for 3 hours and then at 60° C. for 2.5 hou... The reactants are COC1=CC=C(C2=C1N=C(S2)N)N2CCOCC2 (4-methoxy-7-morpholin-4-yl-benzothiazol-2-ylamine), C1(=CC=CC=C1)OC(=O)C=1N(C(=NC1)CN1CCCC1)C (3-methyl-2-pyrrolidin-1-ylmethyl-3H-imidazole-4-carboxylic acid phenyl ester). Yields the product COC1=CC=C(C2=C1N=C(S2)NC(=O)C=2N(C(=NC2)CN2CCCC2)C)N2CCOCC2 (3-Methyl-2-pyrrolidin-1-ylmethyl-3H-imidazole-4-carboxylic acid (4-methoxy-7-morpholin-4-yl-benzothiazol-2-yl)-amide), solid. Yield: 76.0%. RXN SMILES: [CH3:1][O:2][C:3]1[C:8]2[N:9]=[C:10]([NH2:12])[S:11][C:7]=2[C:6]([N:13]2[CH2:18][CH2:17][O:16][CH2:15][CH2:14]2)=[CH:5][CH:4]=1.C1([O:25][C:26]([C:28]2[N:29]([CH3:39])[C:30]([CH2:33][N:34]3[CH2:38][CH2:37][CH2:36][CH2:35]3)=[N:31][CH:32]=2)=O)C=CC=CC=1>>[CH3:1][O:2][C:3]1[C:8]2[N:9]=[C:10]([NH:12][C:26]([C:28]3[N:29]([CH3:39])[C:30]([CH2:33][N:34]4[CH2:38][CH2:37][CH2:36][CH2:35]4)=[N:31][CH:32]=3)=[O:25])[S:11][C:7]=2[C:6]([N:13]2[CH2:18][CH2:17][O:16][CH2:15][CH2:14]2)=[CH:5][CH:4]=1. Procedure details: Using 4-methoxy-7-morpholin-4-yl-benzothiazol-2-ylamine and 3-methyl-2-pyrrolidin-1-ylmethyl-3H-imidazole-4-carboxylic acid phenyl ester, the title compound was obtained as off-white solid (76% yield). MS: m/e=457(M+H+), mp 255° C. As a reaction SMILES: [Br:1][c:2]1[cH:3][cH:4][c:5]2[c:9]([cH:10]1)[C:8](=[O:11])[N:7]([CH2:12][CH2:13][c:14]1[cH:15][cH:16][c:17]([O:20][c:21]3[cH:22][cH:23][cH:24][cH:25][cH:26]3)[cH:18][cH:19]1)[CH2:6]2.[CH3:27][N:28]1[CH2:29][CH2:30][NH:31][CH2:32][CH2:33]1.[CH3:80][CH2:81][O:82][C:83](=[O:84])[CH3:85].[CH3:86][c:87]1[cH:88][cH:89][cH:90][cH:91][cH:92]1.[CH3:93][CH2:94][CH2:95][CH2:96][CH2:97][CH3:98].[cH:34]1[cH:35][cH:36][c:37]([P:38]([c:39]2[cH:40][cH:41][c:42]3[c:43]([cH:44][cH:45][cH:46][cH:47]3)[c:48]2-[c:49]2[c:50]3[c:51]([cH:52][cH:53][cH:54][cH:55]3)[cH:56][cH:57][c:58]2[P:59]([c:60]2[cH:61][cH:62][cH:63][cH:64][cH:65]2)[c:66]2[cH:67][cH:68][cH:69][cH:70][cH:71]2)[c:72]2[cH:73][cH:74][cH:75][cH:76][cH:77]2)[cH:78][cH:79]1>>[c:2]1([N:31]2[CH2:30][CH2:29][N:28]([CH3:27])[CH2:33][CH2:32]2)[cH:3][cH:4][c:5]2[c:9]([cH:10]1)[C:8](=[O:11])[N:7]([CH2:12][CH2:13][c:14]1[cH:15][cH:16][c:17]([O:20][c:21]3[cH:22][cH:23][cH:24][cH:25][cH:26]3)[cH:18][cH:19]1)[CH2:6]2. Product: CN1CCN(c2ccc3c(c2)C(=O)N(CCc2ccc(Oc4ccccc4)cc2)C3)CC1. The reactants are O=C1c2cc(Br)ccc2CN1CCc1ccc(Oc2ccccc2)cc1, CN1CCNCC1, CCOC(C)=O, Cc1ccccc1, CCCCCC, c1ccc(P(c2ccccc2)c2ccc3ccccc3c2-c2c(P(c3ccccc3)c3ccccc3)ccc3ccccc23)cc1. Starting materials: C(CC)(=O)Cl (Propionyl chloride), CCN(C(C)C)C(C)C (DIPEA), C(C)(C)(C)[SiH2]OC(C=1C=C(CN)C=CC1Cl)(C)C (3-(tert-butyl-dimethyl-silanyloxymethyl)-4-chloro-benzylamine). Run in C(Cl)Cl (CH2Cl2), C(Cl)Cl (CH2Cl2). Conditions: time 15 minute. Product: C(C)(C)(C)[SiH2]OC(C=1C=C(CNC(CC)=O)C=CC1Cl)(C)C (N-[3-(tert-Butyl-dimethyl-silanyloxymethyl)-4-chloro-benzyl]-propionamide). The yield is 71.1%. Reaction SMILES: [C:1](Cl)(=[O:4])[CH2:2][CH3:3].CCN(C(C)C)C(C)C.[C:15]([SiH2:19][O:20][C:21]([CH3:32])([CH3:31])[C:22]1[CH:23]=[C:24]([CH:27]=[CH:28][C:29]=1[Cl:30])[CH2:25][NH2:26])([CH3:18])([CH3:17])[CH3:16]>C(Cl)Cl>[C:15]([SiH2:19][O:20][C:21]([CH3:32])([CH3:31])[C:22]1[CH:23]=[C:24]([CH:27]=[CH:28][C:29]=1[Cl:30])[CH2:25][NH:26][C:1](=[O:4])[CH2:2][CH3:3])([CH3:18])([CH3:16])[CH3:17]. Procedure: Propionyl chloride (2.02 mL, 23.1 mmol) and DIPEA (14.4 mL, 84.0 mL) were added to a sol. of 3-(tert-butyl-dimethyl-silanyloxymethyl)-4-chloro-benzylamine (6.00 g, 20.9 mmol) in CH2Cl2 (195 mL). The mixture was stirred for 15 min at rt, and more CH2Cl2 was added. The mixture was washed with aq. sat. NH4Cl (2×), with aq. 1M NaOH (1×) and with brine (1×). The org. layer was dried over MgSO4, filtered, and the solvents were removed under reduced pressure. Purification of the crude by FC (EtOAc/hept... Reactants: CO (methanol), Cl (hydrochloric acid), COC(C1=CC=C(C=C1)NC(=O)C1=CC2=C(NN=N2)C=C1)=O (4-[(1H-Benzotriazole-5-carbonyl)amino]benzoic acid methyl ester), [OH-].[Na+] (sodium hydroxide). Solvent: C1CCOC1 (THF), O (water). Run at time 16 hour. The product is N1N=NC2=C1C=CC(=C2)C(=O)NC2=CC=C(C(=O)O)C=C2 (4-[(1H-benzotriazole-5-carbonyl)amino]benzoic acid). Yield: 8.9%. RXN SMILES: C[O:2][C:3](=[O:22])[C:4]1[CH:9]=[CH:8][C:7]([NH:10][C:11]([C:13]2[CH:21]=[CH:20][C:16]3[NH:17][N:18]=[N:19][C:15]=3[CH:14]=2)=[O:12])=[CH:6][CH:5]=1.CO.[OH-].[Na+].Cl>C1COCC1.O>[NH:17]1[C:16]2[CH:20]=[CH:21][C:13]([C:11]([NH:10][C:7]3[CH:8]=[CH:9][C:4]([C:3]([OH:22])=[O:2])=[CH:5][CH:6]=3)=[O:12])=[CH:14][C:15]=2[N:19]=[N:18]1 |f:2.3|. Reported procedure: 4-[(1H-Benzotriazole-5-carbonyl)amino]benzoic acid methyl ester (5.2 g, 17.6 mmol) was dissolved in THF (60 mL) and methanol (10 mL) was added followed by 1N sodium hydroxide (35 mL). The mixture was stirred at room temperature for 16 hours and then 1N hydrochloric acid (45 mL) was added. The mixture was added water (200 mL) and extracted with ethyl acetate (2×500 mL). The combined organic phases were evaporated in vacuo to afford 0.44 g of 4-[(1H-benzotriazole-5-carbonyl)amino]benzoic acid. By ...